Task: describe an organic reaction: reactants, conditions, products, and yield. Dataset: the Open Reaction Database (ORD), a public repository of structured organic reaction records Starting materials: C[O-], CO, Cn1nc(-c2cc(F)c([N+](=O)[O-])cc2F)c(Cl)c1C(F)(F)F, [Na+]. The product is COc1cc(-c2nn(C)c(C(F)(F)F)c2Cl)c(F)cc1[N+](=O)[O-]. Reaction SMILES: [CH3:23][O-:24].[CH3:26][OH:27].[Cl:1][c:2]1[c:3](-[c:12]2[c:13]([F:22])[cH:14][c:15]([N+:19](=[O:20])[O-:21])[c:16]([F:18])[cH:17]2)[n:4][n:5]([CH3:11])[c:6]1[C:7]([F:8])([F:9])[F:10].[Na+:25]>>[Cl:1][c:2]1[c:3](-[c:12]2[c:13]([F:22])[cH:14][c:15]([N+:19](=[O:20])[O-:21])[c:16]([O:24][CH3:23])[cH:17]2)[n:4][n:5]([CH3:11])[c:6]1[C:7]([F:8])([F:9])[F:10]. The reactants are C1CCOC1, CCOCC, CN(Cc1cc(C(F)(F)F)cc(C(F)(F)F)c1)C(=O)c1c(-c2ccc(C(=O)O)cc2)c2cccnc2c(=O)n1C, C=[N+]=[N-]. The product is COC(=O)c1ccc(-c2c(C(=O)N(C)Cc3cc(C(F)(F)F)cc(C(F)(F)F)c3)n(C)c(=O)c3ncccc23)cc1. As a reaction SMILES: [CH2:41]1[O:42][CH2:43][CH2:44][CH2:45]1.[CH2:49]([O:50][CH2:51][CH3:52])[CH3:53].[F:1][C:2]([c:3]1[cH:4][c:5]([CH2:6][N:7]([C:8](=[O:9])[c:10]2[c:11](-[c:22]3[cH:23][cH:24][c:25]([C:28](=[O:29])[OH:30])[cH:26][cH:27]3)[c:12]3[c:13]([n:14][cH:15][cH:16][cH:17]3)[c:18](=[O:21])[n:19]2[CH3:20])[CH3:31])[cH:32][c:33]([C:35]([F:36])([F:37])[F:38])[cH:34]1)([F:39])[F:40].[N+:46](=[CH2:47])=[N-:48]>>[F:1][C:2]([c:3]1[cH:4][c:5]([CH2:6][N:7]([C:8](=[O:9])[c:10]2[c:11](-[c:22]3[cH:23][cH:24][c:25]([C:28](=[O:29])[O:30][CH3:41])[cH:26][cH:27]3)[c:12]3[c:13]([n:14][cH:15][cH:16][cH:17]3)[c:18](=[O:21])[n:19]2[CH3:20])[CH3:31])[cH:32][c:33]([C:35]([F:36])([F:37])[F:38])[cH:34]1)([F:39])[F:40]. Starting materials: O=C(Cl)c1ccccc1, CC(C#N)c1ccc(O)c(N)c1, c1ccncc1. Product: CC(C#N)c1ccc(O)c(NC(=O)c2ccccc2)c1. RXN SMILES: [C:1]([c:2]1[cH:3][cH:4][cH:5][cH:6][cH:7]1)(=[O:8])[Cl:9].[NH2:10][c:11]1[cH:12][c:13]([CH:18]([C:19]#[N:20])[CH3:21])[cH:14][cH:15][c:16]1[OH:17].[cH:22]1[cH:23][cH:24][n:25][cH:26][cH:27]1>>[C:1]([c:2]1[cH:3][cH:4][cH:5][cH:6][cH:7]1)(=[O:8])[NH:10][c:11]1[cH:12][c:13]([CH:18]([C:19]#[N:20])[CH3:21])[cH:14][cH:15][c:16]1[OH:17]. Starting materials: Cl (HCl), CCOCC (ether), ClCC1OC=2C=CC=C3C(=NN(C1)C32)S(=O)(=O)C3=CC=CC2=CC=CC=C32 (7-chloromethyl-2-(naphthalene-1-sulfonyl)-7,8-dihydro-6-oxa-1,8a-diaza-acenaphthylene), CNC (dimethylamine). Solvent: CS(=O)C (DMSO), O (water). Run at temperature 100 celsius, time 4 hour. Yields the product Cl.CN(CC1CN2N=C(C3=CC=CC(=C23)O1)S(=O)(=O)C1=CC=CC2=CC=CC=C12)C (N,N-dimethyl-1-[6-(1-naphthylsulfonyl)-2,3-dihydro[1,4]oxazino[2,3,4-hi]indazol-2-yl]methanamine Hydrochloride). RXN SMILES: [Cl:1][CH2:2][CH:3]1[CH2:13][N:12]2[C:14]3[C:9]([C:10]([S:15]([C:18]4[C:27]5[C:22](=[CH:23][CH:24]=[CH:25][CH:26]=5)[CH:21]=[CH:20][CH:19]=4)(=[O:17])=[O:16])=[N:11]2)=[CH:8][CH:7]=[CH:6][C:5]=3[O:4]1.[CH3:28][NH:29][CH3:30].Cl.CCOCC>CS(C)=O.O>[ClH:1].[CH3:28][N:29]([CH3:30])[CH2:2][CH:3]1[O:4][C:5]2=[C:14]3[C:9](=[CH:8][CH:7]=[CH:6]2)[C:10]([S:15]([C:18]2[C:27]4[C:22](=[CH:23][CH:24]=[CH:25][CH:26]=4)[CH:21]=[CH:20][CH:19]=2)(=[O:17])=[O:16])=[N:11][N:12]3[CH2:13]1 |f:6.7|. Procedure: A mixture of 7-chloromethyl-2-(naphthalene-1-sulfonyl)-7,8-dihydro-6-oxa-1,8a-diaza-acenaphthylene (0.075 g, 0.18 mmoles) and dimethylamine (0.56 ml, 1M solution in THF, 0.56 mmoles) in DMSO was stirred under nitrogen at 100° C. for 4 hours, cooled to room temperature, diluted with water and extracted with EtOAc. The extracts were combined, washed sequentially with water and brine, dried over Na2SO4 and concentrated under vacuum. The resultant residue was purified by flash chromatography using a... Reactants: O=C(OC(Cl)(Cl)Cl)OC(Cl)(Cl)Cl, ClCCl, CC(C)(C)OC(=O)N1CCOC(c2ccc(N)c(Cl)c2)C1, N#Cc1cccc(N)c1, [Na+], [Na+], O=C([O-])[O-], O. Yields the product CC(C)(C)OC(=O)N1CCOC(c2ccc(NC(=O)Nc3cccc(C#N)c3)c(Cl)c2)C1. RXN SMILES: [Cl:22][C:23]([Cl:24])([O:25][C:26]([O:27][C:28]([Cl:29])([Cl:30])[Cl:31])=[O:32])[Cl:33].[Cl:49][CH2:50][Cl:51].[NH2:1][c:2]1[c:3]([Cl:21])[cH:4][c:5]([CH:8]2[O:9][CH2:10][CH2:11][N:12]([C:14](=[O:15])[O:16][C:17]([CH3:18])([CH3:19])[CH3:20])[CH2:13]2)[cH:6][cH:7]1.[NH2:40][c:41]1[cH:42][c:43]([C:44]#[N:45])[cH:46][cH:47][cH:48]1.[Na+:34].[Na+:35].[O-:36][C:37](=[O:38])[O-:39].[OH2:52]>>[NH:1]([c:2]1[c:3]([Cl:21])[cH:4][c:5]([CH:8]2[O:9][CH2:10][CH2:11][N:12]([C:14](=[O:15])[O:16][C:17]([CH3:18])([CH3:19])[CH3:20])[CH2:13]2)[cH:6][cH:7]1)[C:26](=[O:32])[NH:40][c:41]1[cH:42][c:43]([C:44]#[N:45])[cH:46][cH:47][cH:48]1. Reactants: COC(CN1C(=CC=C1C1=CC=CC=C1)C1=CC=C(C=C1)O)=O ([2-(4-Hydroxy-phenyl)-5-phenyl-pyrrol-1-yl]-acetic acid methyl ester), C(CC1=CC=CC=C1)Br (phenethyl bromide), O (water), C(=O)([O-])[O-].[K+].[K+] (K2CO3). Solvent: CN(C)C=O (DMF), C(Cl)Cl (CH2Cl2), C(Cl)Cl (CH2Cl2). Reaction conditions: temperature 60 celsius. The product is COC(CN1C(=CC=C1C1=CC=CC=C1)C1=CC=C(C=C1)OCCC1=CC=CC=C1)=O ([2-(4-Phenethyloxy-phenyl)-5-phenyl-pyrrol-1-yl]-acetic acid methyl ester). RXN SMILES: [CH3:1][O:2][C:3](=[O:23])[CH2:4][N:5]1[C:9]([C:10]2[CH:15]=[CH:14][CH:13]=[CH:12][CH:11]=2)=[CH:8][CH:7]=[C:6]1[C:16]1[CH:21]=[CH:20][C:19]([OH:22])=[CH:18][CH:17]=1.[CH2:24](Br)[CH2:25][C:26]1[CH:31]=[CH:30][CH:29]=[CH:28][CH:27]=1.C([O-])([O-])=O.[K+].[K+].O>CN(C=O)C.C(Cl)Cl>[CH3:1][O:2][C:3](=[O:23])[CH2:4][N:5]1[C:9]([C:10]2[CH:15]=[CH:14][CH:13]=[CH:12][CH:11]=2)=[CH:8][CH:7]=[C:6]1[C:16]1[CH:17]=[CH:18][C:19]([O:22][CH2:24][CH2:25][C:26]2[CH:31]=[CH:30][CH:29]=[CH:28][CH:27]=2)=[CH:20][CH:21]=1 |f:2.3.4|. Procedure details: A solution [2-(4-Hydroxy-phenyl)-5-phenyl-pyrrol-1-yl]-acetic acid methyl ester (0.1 mmol) in DMF (1 mL) is added phenethyl bromide (0.2 mmol) followed by K2CO3 (80 mg, 578 μmol). The mixture is heated without agitation overnight at 60° C. and monitored by TLC. The mixtures are cooled, water (2 mL) and CH2Cl2 (2 mL) are added, vortexed, centrifuged and the organics separated. The process is repeated with solely CH2Cl2 (1 mL). The organics are combined and concentrated in vacuo. Starting materials: Cl.FC(C=1C=C(CO[C@@H]2[C@@H](CNCC2)C2=CC=CC=C2)C=C(C1)C(F)(F)F)(F)F (cis-4-[[3,5-Bis(trifluoromethyl)benzyl]oxy]-3-phenylpiperidine hydrochloride), C1(=CC=CC=C1)N=C=O (phenyl isocyanate). Yields the product FC(C=1C=C(CO[C@@H]2[C@@H](CN(CC2)C(=O)NC2=CC=CC=C2)C2=CC=CC=C2)C=C(C1)C(F)(F)F)(F)F (cis-4-[[3,5-Bis(trifluoromethyl)benzyl]oxy]-N,3-diphenyl-1-piperidinecarboxamide). Isolated yield 67.0%. As a reaction SMILES: Cl.[F:2][C:3]([F:29])([F:28])[C:4]1[CH:5]=[C:6]([CH:21]=[C:22]([C:24]([F:27])([F:26])[F:25])[CH:23]=1)[CH2:7][O:8][C@H:9]1[CH2:14][CH2:13][NH:12][CH2:11][C@H:10]1[C:15]1[CH:20]=[CH:19][CH:18]=[CH:17][CH:16]=1.[C:30]1([N:36]=[C:37]=[O:38])[CH:35]=[CH:34][CH:33]=[CH:32][CH:31]=1>>[F:29][C:3]([F:2])([F:28])[C:4]1[CH:5]=[C:6]([CH:21]=[C:22]([C:24]([F:27])([F:25])[F:26])[CH:23]=1)[CH2:7][O:8][C@H:9]1[CH2:14][CH2:13][N:12]([C:37]([NH:36][C:30]2[CH:35]=[CH:34][CH:33]=[CH:32][CH:31]=2)=[O:38])[CH2:11][C@H:10]1[C:15]1[CH:16]=[CH:17][CH:18]=[CH:19][CH:20]=1 |f:0.1|. Procedure: The compound (0.15 g) obtained in Example 1 and phenyl isocyanate (0.074 ml) were reacted and treated in the same maimer as in the method described in Example 6 to obtain the title compound as colorless oil (0.12 g, 67%).